Dataset: the Open Reaction Database (ORD), a public repository of structured organic reaction records. Task: describe an organic reaction: reactants, conditions, products, and yield Yields the product CN1N=C(N=C1C)C1=CC=2N(C=C1)C=C(N2)NC(=O)NCC (1-[7-(1,5-dimethyl-1H-[1,2,4]triazol-3-yl)-imidazo[1,2-a]pyridin-2-yl]-3-ethyl-urea). As a reaction SMILES: [CH2:1]([NH:3][C:4]([NH:6][C:7]1[N:8]=[C:9]2[CH:14]=[C:13]([C:15]3[NH:16][N:17]=[C:18]([CH3:20])[N:19]=3)[CH:12]=[CH:11][N:10]2[CH:21]=1)=[O:5])[CH3:2].F[C:23](F)(F)C(N)=O.CN(C(C=C)=O)C>C(O)C>[CH3:23][N:17]1[C:18]([CH3:20])=[N:19][C:15]([C:13]2[CH:12]=[CH:11][N:10]3[CH:21]=[C:7]([NH:6][C:4]([NH:3][CH2:1][CH3:2])=[O:5])[N:8]=[C:9]3[CH:14]=2)=[N:16]1. The solvent is C(C)O (ethanol). Reaction conditions: temperature 125 celsius. The reactants are C(C)NC(=O)NC=1N=C2N(C=CC(=C2)C=2NN=C(N2)C)C1 (1-ethyl-3-[7-(5-methyl-2H-[1,2,4]triazol-3-yl)-imidazo[1,2-a]pyridin-2-yl]-urea), FC(C(=O)N)(F)F (trifluoroacetamide), CN(C)C(=O)C=C (dimethylaminoacrolein). Procedure: A mixture of nitrile 4 (0.500 g, 1.7 mmol), 0.50 g trifluoroacetamide and 0.25 g dimethylaminoacrolein in 5 mL ethanol was heated to 125° C. for 2 h by microwave irradiation (CEM, 300 watt). The reaction was then evaporated in vacuo and the residue was purified by silica gel chromatography (gradient elution: 0-20% ethyl acetate/dichloromethane) to give pyrimidine 5. Reactants: CC=1C=NC=2C(CCCC2C1)OC(C)=O (3-methyl-8-acetoxy-5,6,7,8-tetrahydroquinoline). The solvent is [OH-].[Na+] (sodium hydroxide), CO (methanol). Run at temperature 65 celsius. The product is CC=1C=NC=2C(CCCC2C1)O (3-methyl-8-hydroxy-5,6,7,8-tetrahydroquinoline). RXN SMILES: [CH3:1][C:2]1[CH:3]=[N:4][C:5]2[CH:6]([O:12]C(=O)C)[CH2:7][CH2:8][CH2:9][C:10]=2[CH:11]=1>[OH-].[Na+].CO>[CH3:1][C:2]1[CH:3]=[N:4][C:5]2[CH:6]([OH:12])[CH2:7][CH2:8][CH2:9][C:10]=2[CH:11]=1 |f:1.2|. Procedure details: 4.11 Grams of 3-methyl-8-acetoxy-5,6,7,8-tetrahydroquinoline was dissolved in 15 ml of 30%-sodium hydroxide aqueous solution and 15 ml of methanol, the thus obtained mixture was stirred with heating at 65° C. for 3 hours. The solvent was removed by evaporation, and the residue thus obtained was purified by a silica gel column chromatography (eluent: n-hexane/ethyl acetate=5/1) to obtain 1.50 g of 3-methyl-8-hydroxy-5,6,7,8-tetrahydroquinoline.